describe an organic reaction: reactants, conditions, products, and yield From a dataset of the Open Reaction Database (ORD), a public repository of structured organic reaction records. The reactants are CCNc1nc(SC)nc(C)c1CO, ClC(Cl)Cl. Product: CCNc1nc(SC)nc(C)c1C=O. RXN SMILES: [CH2:1]([CH3:2])[NH:3][c:4]1[n:5][c:6]([S:13][CH3:14])[n:7][c:8]([CH3:12])[c:9]1[CH2:10][OH:11].[CH:15]([Cl:16])([Cl:17])[Cl:18]>>[CH2:1]([CH3:2])[NH:3][c:4]1[n:5][c:6]([S:13][CH3:14])[n:7][c:8]([CH3:12])[c:9]1[CH:10]=[O:11]. The reactants are C(C1=CC=CC=C1)N1CCC(CC1)(O)C(F)(F)F (1-benzyl-4-trifluoromethylpiperidin-4-ol), [H][H] (hydrogen). The reagents and catalysts are [Pd] (Pd/C). Solvent: CO (MeOH). The product is FC(C1(CCNCC1)O)(F)F (4-trifluoromethylpiperidin-4-ol). RXN SMILES: C([N:8]1[CH2:13][CH2:12][C:11]([C:15]([F:18])([F:17])[F:16])([OH:14])[CH2:10][CH2:9]1)C1C=CC=CC=1.[H][H]>CO.[Pd]>[F:18][C:15]([F:16])([F:17])[C:11]1([OH:14])[CH2:10][CH2:9][NH:8][CH2:13][CH2:12]1. Procedure details: A suspension of 6.48 g (25.00 mmol) of 1-benzyl-4-trifluoromethylpiperidin-4-ol and 810 mg Pd/C (10%) in 100 mL of MeOH was hydrogenated at RT and 3 bar hydrogen pressure for 17 hours. The catalyst was filtered off and the filtrate evaporated down in vacuo. Yield: 4.22 g (quant. yield); C6H10F3NO (M=169.145); calc.: molpeak (M+H)+: 170; found: molpeak (M+H)+: 17; Rf value: 0.00 (silica gel, cyc/EtOAc 2:1). Reactants: CC(C)(C)OC(=O)N1CCC(C(=O)O)C1, CCN=C=NCCCN(CC)CC, NCCCNc1ncc(Cl)c(-c2cc3c(C(=O)NC4CC4)cccc3s2)n1, CCN(C(C)C)C(C)C, ClCCl, Cl, On1nnc2ccccc21. Product: CC(C)(C)OC(=O)N1CCC(C(=O)NCCCNc2ncc(Cl)c(-c3cc4c(C(=O)NC5CC5)cccc4s3)n2)C1. RXN SMILES: [C:28]([CH3:29])([CH3:30])([CH3:31])[O:32][C:33](=[O:34])[N:35]1[CH2:36][CH:37]([C:40](=[O:41])[OH:42])[CH2:38][CH2:39]1.[CH2:53]([N:54]([CH2:55][CH3:56])[CH2:57][CH2:58][CH2:59][N:60]=[C:61]=[N:62][CH2:63][CH3:64])[CH3:65].[CH:1]1([NH:4][C:5](=[O:6])[c:7]2[cH:8][cH:9][cH:10][c:11]3[s:12][c:13](-[c:16]4[n:17][c:18]([NH:23][CH2:24][CH2:25][CH2:26][NH2:27])[n:19][cH:20][c:21]4[Cl:22])[cH:14][c:15]23)[CH2:2][CH2:3]1.[CH:43]([N:44]([CH2:45][CH3:46])[CH:47]([CH3:48])[CH3:49])([CH3:50])[CH3:51].[Cl:76][CH2:77][Cl:78].[ClH:52].[OH:66][n:67]1[c:68]2[cH:69][cH:70][cH:71][cH:72][c:73]2[n:74][n:75]1>>[CH:1]1([NH:4][C:5](=[O:6])[c:7]2[cH:8][cH:9][cH:10][c:11]3[s:12][c:13](-[c:16]4[n:17][c:18]([NH:23][CH2:24][CH2:25][CH2:26][NH:27][C:40]([CH:37]5[CH2:36][N:35]([C:33]([O:32][C:28]([CH3:29])([CH3:30])[CH3:31])=[O:34])[CH2:39][CH2:38]5)=[O:41])[n:19][cH:20][c:21]4[Cl:22])[cH:14][c:15]23)[CH2:2][CH2:3]1. Reactants: ClC=1C=C2C=C(C(OC2=CC1C)C(F)(F)F)C(=O)OCC (ethyl 6-chloro-7-methyl-2-(trifluoromethyl)-2H-chromene-3-carboxylate), BrN1C(CCC1=O)=O (N-bromosuccinimide), BrN1C(CCC1=O)=O (N-bromosuccinimide). Reagents/catalysts: C(C1=CC=CC=C1)(=O)OOC(C1=CC=CC=C1)=O (benzoyl peroxide), C(C1=CC=CC=C1)(=O)OOC(C1=CC=CC=C1)=O (benzoyl peroxide). The solvent is C1=CC=CC=C1 (benzene). Reaction conditions: temperature 84 celsius, time 5 hour. The product is BrCC1=C(C=C2C=C(C(OC2=C1)C(F)(F)F)C(=O)OCC)Cl (ethyl 7-(bromomethyl)-6-chloro-2-(trifluoromethyl)-2H-chromene-3-carboxylate). Isolated yield 78.1%. RXN SMILES: [Cl:1][C:2]1[CH:3]=[C:4]2[C:9](=[CH:10][C:11]=1[CH3:12])[O:8][CH:7]([C:13]([F:16])([F:15])[F:14])[C:6]([C:17]([O:19][CH2:20][CH3:21])=[O:18])=[CH:5]2.[Br:22]N1C(=O)CCC1=O>C(OOC(=O)C1C=CC=CC=1)(=O)C1C=CC=CC=1.C1C=CC=CC=1>[Br:22][CH2:12][C:11]1[CH:10]=[C:9]2[C:4]([CH:5]=[C:6]([C:17]([O:19][CH2:20][CH3:21])=[O:18])[CH:7]([C:13]([F:16])([F:15])[F:14])[O:8]2)=[CH:3][C:2]=1[Cl:1]. Procedure: To a mixture of the product of Example 157 Step 2 (4.0 g, 12.5 mmol), N-bromosuccinimide (2.3 g, 13.1 mmol), and 21 mL benzene, was added benzoyl peroxide (145 mg. 0.6 mmol). The reaction was heated to 84° C. After 5 h, the reaction was cooled to 25° C. and stored overnight. Solid was removed from the reaction by filtration, and washed with 4 mL benzene. To the filtrate, was added N-bromosuccinimide (1.0 g, 5.7 mmol) and benzoyl peroxide (145 mg, 0.6 mmol). The reaction was heated to 84° C. Afte... The reactants are solution, CS(=O)(=O)O (MeSO3H), FC1=C(C(=O)N2CCC(CC2)OC2=NC=CC(=C2)NC(=O)NC=2N(N=C(C2)C(CF)(C)CF)C2=CC=C(C=C2)C)C(=CC=C1)F (1-{2-[1-(2,6-Difluoro-benzoyl)-piperidin-4-yloxy]-pyridin-4-yl}-3-[5-(2-fluoro-1-fluoromethyl-1-methyl-ethyl)-2-p-tolyl-2H-pyrazol-3-yl]-urea). Run in C(Cl)Cl.CO (DCM MeOH), C(Cl)Cl.CO (DCM MeOH). Run at time 20 minute. The product is S(C)(=O)(=O)O.FC1=C(C(=O)N2CCC(CC2)OC2=NC=CC(=C2)NC(=O)NC=2N(N=C(C2)C(CF)(C)CF)C2=CC=C(C=C2)C)C(=CC=C1)F (1-{2-[1-(2,6-Difluoro-benzoyl)-piperidin-4-yloxy]-pyridin-4-yl}-3-[5-(2-fluoro-1-fluoromethyl-1-methyl-ethyl)-2-p-tolyl-2H-pyrazol-3-yl]-urea mesylate). The yield is 93.0%. Reaction SMILES: [CH3:1][S:2]([OH:5])(=[O:4])=[O:3].[F:6][C:7]1[CH:49]=[CH:48][CH:47]=[C:46]([F:50])[C:8]=1[C:9]([N:11]1[CH2:16][CH2:15][CH:14]([O:17][C:18]2[CH:23]=[C:22]([NH:24][C:25]([NH:27][C:28]3[N:29]([C:39]4[CH:44]=[CH:43][C:42]([CH3:45])=[CH:41][CH:40]=4)[N:30]=[C:31]([C:33]([CH2:37][F:38])([CH3:36])[CH2:34][F:35])[CH:32]=3)=[O:26])[CH:21]=[CH:20][N:19]=2)[CH2:13][CH2:12]1)=[O:10]>C(Cl)Cl.CO>[S:2]([OH:5])(=[O:4])(=[O:3])[CH3:1].[F:6][C:7]1[CH:49]=[CH:48][CH:47]=[C:46]([F:50])[C:8]=1[C:9]([N:11]1[CH2:16][CH2:15][CH:14]([O:17][C:18]2[CH:23]=[C:22]([NH:24][C:25]([NH:27][C:28]3[N:29]([C:39]4[CH:40]=[CH:41][C:42]([CH3:45])=[CH:43][CH:44]=4)[N:30]=[C:31]([C:33]([CH2:34][F:35])([CH3:36])[CH2:37][F:38])[CH:32]=3)=[O:26])[CH:21]=[CH:20][N:19]=2)[CH2:13][CH2:12]1)=[O:10] |f:2.3,4.5|. Reported procedure: Add 0.114 mL (0.114 mmol) of a freshly prepared 1 M solution of MeSO3H in DCM/MeOH (95:5) to a solution of 71 mg (0.114 mmol) of 1-{2-[1-(2,6-Difluoro-benzoyl)-piperidin-4-yloxy]-pyridin-4-yl}-3-[5-(2-fluoro-1-fluoromethyl-1-methyl-ethyl)-2-p-tolyl-2H-pyrazol-3-yl]-urea in 2 mL of a 95:5 DCM/MeOH mixture. Stir the mixture for 20 min at room temperature, then evaporate the solvents under N2 stream. Titurate the residue with Et2O to afforded the title compound (76 mg, 93% yield) (100% purity). ES+... The reactants are CC[C@@]12CCCN3[C@@H]1C4=C(C=5C=CC=CC5N4C(=C2)C(=O)OC)CC3 (apovincamine), ClC1=CC=C(OCC(=O)O)C=C1 (p-chlorophenoxyacetic acid), CC[C@@]12CCCN3[C@@H]1C4=C(C=5C=CC=CC5N4C(=C2)C(=O)OC)CC3 (apovincamine). Run in O (water). The product is CC[C@@]12CCCN3[C@@H]1C4=C(C=5C=CC=CC5N4C(=C2)C(=O)OC)CC3.ClC1=CC=C(OCC(=O)[O-])C=C1 (Apovincamine p-chlorophenoxyacetate). Isolated yield 76.9%. RXN SMILES: [CH3:1][CH2:2][C@:3]12[CH:19]=[C:18]([C:20]([O:22][CH3:23])=[O:21])[N:17]3[C:9]4=[C:10]([CH2:24][CH2:25][N:7]([C@@H:8]14)[CH2:6][CH2:5][CH2:4]2)[C:11]1[CH:12]=[CH:13][CH:14]=[CH:15][C:16]=13.[Cl:26][C:27]1[CH:37]=[CH:36][C:30]([O:31][CH2:32][C:33]([OH:35])=[O:34])=[CH:29][CH:28]=1>O>[CH3:1][CH2:2][C@:3]12[CH:19]=[C:18]([C:20]([O:22][CH3:23])=[O:21])[N:17]3[C:9]4=[C:10]([CH2:24][CH2:25][N:7]([C@@H:8]14)[CH2:6][CH2:5][CH2:4]2)[C:11]1[CH:12]=[CH:13][CH:14]=[CH:15][C:16]=13.[Cl:26][C:27]1[CH:28]=[CH:29][C:30]([O:31][CH2:32][C:33]([O-:35])=[O:34])=[CH:36][CH:37]=1 |f:3.4|. Procedure: 4 g of the salt are prepared, according to the method of the example 19.a, starting from 3.36 g of apovincamine and 1.86 g of p-chlorophenoxyacetic acid. The melting point of the salt is about 120° C. and it is insoluble in water; the content of apovincamine is 64%. Reactants: 3R, BrC=1C=CC(=C(C1)C1NC(CC(C12C(NC1=CC(=CC=C12)Cl)=O)C1=CC(=CC=C1)Cl)=O)OC1=CC=C(C=C1)C(=O)OC (2′-[5-bromo-2-(4-methoxycarbonyl-phenoxy)-phenyl]-6-chloro-4′-(3-chlorophenyl)spiro[3H-indole-3,3′-piperidine]-2,6′(1H)-dione), [OH-].[Na+] (NaOH), CO (methanol), Cl (HCl). The solvent is O1CCCC1 (tetrahydrofuran). Run at time 18 hour. Yields the product 3R, BrC=1C=CC(=C(C1)C1NC(CC(C12C(NC1=CC(=CC=C12)Cl)=O)C1=CC(=CC=C1)Cl)=O)OC1=CC=C(C=C1)C(=O)O (2′-[5-bromo-2-(4-hydroxycarbonyl-phenoxy)-phenyl]-6-chloro-4′-(3-chlorophenyl)spiro[3H-indole-3,3′-piperidine]-2,6′(1H)-dione). The yield is 76.6%. RXN SMILES: [Br:1][C:2]1[CH:3]=[CH:4][C:5]([O:32][C:33]2[CH:38]=[CH:37][C:36]([C:39]([O:41]C)=[O:40])=[CH:35][CH:34]=2)=[C:6]([CH:8]2[C:13]3([C:21]4[C:16](=[CH:17][C:18]([Cl:22])=[CH:19][CH:20]=4)[NH:15][C:14]3=[O:23])[CH:12]([C:24]3[CH:29]=[CH:28][CH:27]=[C:26]([Cl:30])[CH:25]=3)[CH2:11][C:10](=[O:31])[NH:9]2)[CH:7]=1.[OH-].[Na+].CO.Cl>O1CCCC1>[Br:1][C:2]1[CH:3]=[CH:4][C:5]([O:32][C:33]2[CH:38]=[CH:37][C:36]([C:39]([OH:41])=[O:40])=[CH:35][CH:34]=2)=[C:6]([CH:8]2[C:13]3([C:21]4[C:16](=[CH:17][C:18]([Cl:22])=[CH:19][CH:20]=4)[NH:15][C:14]3=[O:23])[CH:12]([C:24]3[CH:29]=[CH:28][CH:27]=[C:26]([Cl:30])[CH:25]=3)[CH2:11][C:10](=[O:31])[NH:9]2)[CH:7]=1 |f:1.2|. Reported procedure: To a solution of racemic(2′R, 3R, 4′S)-2′-[5-bromo-2-(4-methoxycarbonyl-phenoxy)-phenyl]-6-chloro-4′-(3-chlorophenyl)spiro[3H-indole-3,3′-piperidine]-2,6′(1H)-dione prepared in Example 50c(0.8 g, 1.2 mmol) in tetrahydrofuran (20 mL) was added an aqueous solution (1 M) of NaOH (10 mL, 10 mmol) and methanol (10 mL). The reaction mixture was stirred at room temperature for 18 h, then acidified to “pH” 2 with concentrated aqueous HCl solution. The mixture was concentrated, partitioned between ethyl ... Reactants: C(C)(=O)OC(C)=O (acetic anhydride), C1=CC=C(C=C1)[C@H](C(=O)O)N (D-phenylglycine). The solvent is C(=O)O (formic acid). Reaction conditions: time 30 minute. Product: C(=O)NC(C(=O)O)C1=CC=CC=C1 (α-(formylamino)benzeneacetic acid). Reaction SMILES: [C:1](OC(=O)C)(=[O:3])C.[CH:8]1[CH:13]=[CH:12][C:11]([C@@H:14]([NH2:18])[C:15]([OH:17])=[O:16])=[CH:10][CH:9]=1>C(O)=O>[CH:1]([NH:18][CH:14]([C:11]1[CH:10]=[CH:9][CH:8]=[CH:13][CH:12]=1)[C:15]([OH:17])=[O:16])=[O:3]. Procedure details: 40.8 ml. of acetic anhydride are cooled to 0°-5° and 54.4 ml. of formic acid are added dropwise with stirring at this temperature. The mixture is let stand for 30 minutes at this temperature and then 15.2 g. (0.1 mol.) of D-phenylglycine are added. After about 10 minutes, a clear solution results and after an additional 15 minutes α-(formylamino)benzeneacetic acid crystallizes. The temperature is allowed to rise to room temperature and 300 ml. of ice water are added. The mixture is then stirred ...